This data is from the Open Reaction Database (ORD), a public repository of structured organic reaction records. The task is: describe an organic reaction: reactants, conditions, products, and yield Reactants: [Cl-].[Cr+3].[Cl-].[Cl-] (chromium chloride), C(C)(=O)N[C@@H](CS)C(=O)O (N-acetyl cysteine). Solvent: O (water), O (water). Conditions: temperature 40 celsius, time 3 hour. The product is C(C)(=O)N[C@@H](CS)C(=O)O.[Cr] (Chromium N-Acetyl Cysteine). Reaction SMILES: [Cl-].[Cr+3:2].[Cl-].[Cl-].[C:5]([NH:8][C@H:9]([C:12]([OH:14])=[O:13])[CH2:10][SH:11])(=[O:7])[CH3:6]>O>[C:5]([NH:8][C@H:9]([C:12]([OH:14])=[O:13])[CH2:10][SH:11])(=[O:7])[CH3:6].[Cr:2] |f:0.1.2.3,6.7|. Procedure: One half gram (1.85 mmole) of chromium chloride (CrCl3) was dissolved in 30 ml of deionized water to get a green solution. 1.5 g (9.2 mmole) of N-acetyl cysteine (NAC) was dissolved in 40 ml of deionized water were added, and the mixture was stirred for 3 hours at 40° C. until the solution turned dark green-blue. The reactants are N(=[N+]=[N-])C[C@H](O)C=1C=CC(=C(C1)NS(=O)(=O)C1=CC=CC=C1)OCC1=CC=CC=C1 (N-[5-((1R)-2-Azido-1-hydroxy-ethyl)-2-benzyloxy-phenyl]-benzenesulfonamide). The reagents and catalysts are [Pd] (Pd/C). Run in C(C)O (ethanol). The product is NC[C@H](O)C=1C=CC(=C(C1)NS(=O)(=O)C1=CC=CC=C1)O (N-[5-((1R)-2-Amino-1-hydroxy-ethyl)-2-hydroxy-phenyl]-benzenesulfonamide). The yield is 68.8%. RXN SMILES: [N:1]([CH2:4][C@@H:5]([C:7]1[CH:8]=[CH:9][C:10]([O:23]CC2C=CC=CC=2)=[C:11]([NH:13][S:14]([C:17]2[CH:22]=[CH:21][CH:20]=[CH:19][CH:18]=2)(=[O:16])=[O:15])[CH:12]=1)[OH:6])=[N+]=[N-]>C(O)C.[Pd]>[NH2:1][CH2:4][C@@H:5]([C:7]1[CH:8]=[CH:9][C:10]([OH:23])=[C:11]([NH:13][S:14]([C:17]2[CH:18]=[CH:19][CH:20]=[CH:21][CH:22]=2)(=[O:16])=[O:15])[CH:12]=1)[OH:6]. Procedure: A mixture of N-[5-((1R)-2-azido-1-hydroxy-ethyl)-2-benzyloxy-phenyl]-benzenesulfonamide (1.4 g, 3.3 mmol) (which was obtained in Example 31), HCO2NH4 (2.08 g, 3.3 mmol), and 10% Pd/C in absolute ethanol (15 mL) under nitrogen atmosphere was heated under reflux for 2.5 hours. The mixture was cooled to room temperature, filtered through celite pad, and filtrate concentrated and placed under high vacuum to give the titled compound as yellow solid (0.7 g, 69%); 1H NMR (300 MHz, DMSO-d6) δ 2.74 (d, J... The reactants are FC(C1=CC(=C(C=C1)CN)N1CCCCC1)(F)F ((4-(trifluoromethyl)-2-(piperidin-1-yl)phenyl)-methanamine), ClC(Cl)(OC(OC(Cl)(Cl)Cl)=O)Cl (triphosgene), [N-]=C=O (isocyanate), NC1=CC=CC2=C1OCC(N2)=O (8-amino-2H-benzo[b][1,4]oxazin-3(4H)-one). Solvent: CCOC(=O)C (AcOEt), CCOC(=O)C (AcOEt), CCOC(=O)C (AcOEt), CN(C)C=O (DMF). Conditions: temperature 80 celsius. The product is FC(C1=CC(=C(CNC(=O)NC2=CC=CC3=C2OCC(N3)=O)C=C1)N1CCCCC1)(F)F (1-(4-(trifluoromethyl)-2-(piperidin-1-yl)benzyl)-3-(3,4-dihydro-3-oxo-2H-benzo[b][1,4]oxazin-8-yl)urea). Yield: 32.0%. Reaction SMILES: [F:1][C:2]([F:18])([F:17])[C:3]1[CH:8]=[CH:7][C:6]([CH2:9][NH2:10])=[C:5]([N:11]2[CH2:16][CH2:15][CH2:14][CH2:13][CH2:12]2)[CH:4]=1.ClC(Cl)(OC(=O)OC(Cl)(Cl)Cl)Cl.[N-:31]=[C:32]=[O:33].N[C:35]1[C:40]2[O:41][CH2:42][C:43](=[O:45])[NH:44][C:39]=2[CH:38]=[CH:37][CH:36]=1>CCOC(C)=O.CN(C=O)C>[F:18][C:2]([F:1])([F:17])[C:3]1[CH:8]=[CH:7][C:6]([CH2:9][NH:10][C:32]([NH:31][C:35]2[C:40]3[O:41][CH2:42][C:43](=[O:45])[NH:44][C:39]=3[CH:38]=[CH:37][CH:36]=2)=[O:33])=[C:5]([N:11]2[CH2:16][CH2:15][CH2:14][CH2:13][CH2:12]2)[CH:4]=1. Procedure details: Amine 2c (420 mg, 1.6 mmol) (Scheme 7) was dissolved in 20 ml of AcOEt and at 0° C. triphosgene (475 mg, 1.6 mmol) was added to the solution. The mixture was warmed at 80° C. for 4 hours then evaporated and dissolved in 5 ml of DMF. The solution of the isocyanate was added drop wise to a solution in DMF (10 ml) of compound 1f (180 mg, 1.1 mmol) and the mixture was warmed at 80° C. for 8 hours. (TLC AcOEt 1/petroleum ether 1). The solvent was evaporated and the crude was dissolved in AcOEt (30 ml... RXN SMILES: [F:1][C:2]1[CH:3]=[C:4]([OH:13])[CH:5]=[CH:6][C:7]=1[O:8][C:9]([F:12])([F:11])[F:10].Br[CH2:15][CH:16]1[CH2:21][CH2:20][Si:19]([CH2:28][CH2:29][CH2:30][CH2:31][CH2:32][CH2:33][CH3:34])(C2C=CC=CC=2)[CH2:18][CH2:17]1>>[F:1][C:2]1[CH:3]=[C:4]([O:13][CH2:15][C@H:16]2[CH2:21][CH2:20][Si@H:19]([CH2:28][CH2:29][CH2:30][CH2:31][CH2:32][CH2:33][CH3:34])[CH2:18][CH2:17]2)[CH:5]=[CH:6][C:7]=1[O:8][C:9]([F:11])([F:12])[F:10]. Procedure details: The general procedure of Example 9 was repeated using 3-fluoro-4-trifluoromethoxyphenol and 4-bromomethyl-1-n-heptyl-1-phenyl-1-silacyclohexane, thereby obtaining the intended compound. Product: FC=1C=C(C=CC1OC(F)(F)F)OC[C@@H]1CC[Si@H](CC1)CCCCCCC (trans-4-(3-fluoro-4-trifluoromethoxyphenyloxymethyl)-1-n-heptyl-1-silacyclohexane). The reactants are FC=1C=C(C=CC1OC(F)(F)F)O (3-fluoro-4-trifluoromethoxyphenol), BrCC1CC[Si](CC1)(C1=CC=CC=C1)CCCCCCC (4-bromomethyl-1-n-heptyl-1-phenyl-1-silacyclohexane). Reactants: O=C([O-])[O-], CCO, CSc1nccc(Cl)n1, [K+], [K+], NN. Yields the product CSc1nccc(NN)n1. RXN SMILES: [C:12](=[O:13])([O-:14])[O-:15].[CH3:18][CH2:19][OH:20].[Cl:1][c:2]1[n:3][c:4]([S:8][CH3:9])[n:5][cH:6][cH:7]1.[K+:16].[K+:17].[NH2:10][NH2:11]>>[c:2]1([NH:10][NH2:11])[n:3][c:4]([S:8][CH3:9])[n:5][cH:6][cH:7]1.